This data is from the Open Reaction Database (ORD), a public repository of structured organic reaction records. The task is: describe an organic reaction: reactants, conditions, products, and yield Reactants: CC(C)=O, BrC1CCCC1, CN(C)CC1(c2ccc(OCC3CNC3)cc2)CCOCC1, [Na+], [OH-]. Product: CN(C)CC1(c2ccc(OCC3CN(C4CCCC4)C3)cc2)CCOCC1. Reaction SMILES: [CH3:31][C:32](=[O:33])[CH3:34].[CH:1]1([Br:6])[CH2:2][CH2:3][CH2:4][CH2:5]1.[NH:9]1[CH2:10][CH:11]([CH2:13][O:14][c:15]2[cH:16][cH:17][c:18]([C:21]3([CH2:27][N:28]([CH3:29])[CH3:30])[CH2:22][CH2:23][O:24][CH2:25][CH2:26]3)[cH:19][cH:20]2)[CH2:12]1.[Na+:8].[OH-:7]>>[CH:1]1([N:9]2[CH2:10][CH:11]([CH2:13][O:14][c:15]3[cH:16][cH:17][c:18]([C:21]4([CH2:27][N:28]([CH3:29])[CH3:30])[CH2:22][CH2:23][O:24][CH2:25][CH2:26]4)[cH:19][cH:20]3)[CH2:12]2)[CH2:2][CH2:3][CH2:4][CH2:5]1. Reactants: O=C(O)c1cccc(OCc2ccc([N+](=O)[O-])cc2)c1, Nc1ccccc1S(N)(=O)=O, O=S(Cl)Cl, c1ccccc1. The product is NS(=O)(=O)c1ccccc1NC(=O)c1cccc(OCc2ccc([N+](=O)[O-])cc2)c1. As a reaction SMILES: [N+:1](=[O:2])([O-:3])[c:4]1[cH:5][cH:6][c:7]([CH2:8][O:9][c:10]2[cH:11][c:12]([C:13](=[O:14])[OH:15])[cH:16][cH:17][cH:18]2)[cH:19][cH:20]1.[NH2:25][c:26]1[c:27]([S:32](=[O:33])(=[O:34])[NH2:35])[cH:28][cH:29][cH:30][cH:31]1.[S:21]([Cl:22])([Cl:23])=[O:24].[cH:36]1[cH:37][cH:38][cH:39][cH:40][cH:41]1>>[N+:1](=[O:2])([O-:3])[c:4]1[cH:5][cH:6][c:7]([CH2:8][O:9][c:10]2[cH:11][c:12]([C:13](=[O:15])[NH:25][c:26]3[c:27]([S:32](=[O:33])(=[O:34])[NH2:35])[cH:28][cH:29][cH:30][cH:31]3)[cH:16][cH:17][cH:18]2)[cH:19][cH:20]1. Starting materials: C(C)OC(=O)C1=C([N+](=CC=2CCN(CCC21)CC2=CC=CC=C2)[O-])O (4-ethoxycarbonyl-3-hydroxy-7-benzyl-6,7,8,9-tetrahydro-5H-pyrido[3,4-d]azepine 2-oxide). Reagents/catalysts: [Ni] (Raney nickel). The solvent is C(C)O (ethanol). Product: C(C)OC(=O)C1=C(N=CC=2CCN(CCC21)CC)O (4-Ethoxycarbonyl-3-hydroxy-7-ethyl-6,7,8,9-tetrahydro-5H-pyrido[3,4-d]azepine). RXN SMILES: [CH2:1]([O:3][C:4]([C:6]1[C:16]2[CH2:15][CH2:14][N:13]([CH2:17][C:18]3C=CC=CC=3)[CH2:12][CH2:11][C:10]=2[CH:9]=[N+:8]([O-])[C:7]=1[OH:25])=[O:5])[CH3:2]>C(O)C.[Ni]>[CH2:1]([O:3][C:4]([C:6]1[C:16]2[CH2:15][CH2:14][N:13]([CH2:17][CH3:18])[CH2:12][CH2:11][C:10]=2[CH:9]=[N:8][C:7]=1[OH:25])=[O:5])[CH3:2]. Reported procedure: Prepared from 4-ethoxycarbonyl-3-hydroxy-7-benzyl-6,7,8,9-tetrahydro-5H-pyrido[3,4-d]azepine 2-oxide by hydrogenation in ethanol at 130° C. in the presence of Raney nickel.